describe an organic reaction: reactants, conditions, products, and yield From a dataset of the Open Reaction Database (ORD), a public repository of structured organic reaction records. Reactants: ClC(=O)OCC(C)C (isobutyl chloroformate), N([C@@H](C)C(=O)N[C@@H](CC1=CC=C(C=C1)O)C(=O)OC)C (N-Me-Ala-Tyr-OMe), CN1CCOCC1 (N-methylmorpholine), C(=O)(OC(C)(C)C)N[C@@H](CC1=CC=CC=C1)C(=O)O (BOC-phenylalanine). The solvent is C(C)OC(C)=O (ethylacetate). Product: N([C@@H](CC1=CC=CC=C1)C(=O)N([C@@H](C)C(=O)N[C@@H](CC1=CC=C(C=C1)O)C(=O)OC)C)C(=O)OC(C)(C)C (BOC-Phe-N-Me-Ala-Tyr-OMe). Reaction SMILES: ClC(OCC(C)C)=O.CN1CCOCC1.[C:16]([NH:23][C@H:24]([C:32]([OH:34])=O)[CH2:25][C:26]1[CH:31]=[CH:30][CH:29]=[CH:28][CH:27]=1)([O:18][C:19]([CH3:22])([CH3:21])[CH3:20])=[O:17].[NH:35]([CH3:54])[C@H:36]([C:38]([NH:40][C@H:41]([C:50]([O:52][CH3:53])=[O:51])[CH2:42][C:43]1[CH:48]=[CH:47][C:46]([OH:49])=[CH:45][CH:44]=1)=[O:39])[CH3:37]>C(OC(=O)C)C>[NH:23]([C:16]([O:18][C:19]([CH3:20])([CH3:21])[CH3:22])=[O:17])[C@H:24]([C:32]([N:35]([CH3:54])[C@H:36]([C:38]([NH:40][C@H:41]([C:50]([O:52][CH3:53])=[O:51])[CH2:42][C:43]1[CH:48]=[CH:47][C:46]([OH:49])=[CH:45][CH:44]=1)=[O:39])[CH3:37])=[O:34])[CH2:25][C:26]1[CH:27]=[CH:28][CH:29]=[CH:30][CH:31]=1. Procedure: The procedure of Example 1 is followed using 1 liter of ethylacetate, 30.68 ml of isobutyl chloroformate, 26.00 ml of N-methylmorpholine, 62.72 grams of BOC-phenylalanine and 68 grams of N-Me-Ala-Tyr-OMe affording 3 crops of product as follows: Reactants: C(CO)O (Ethylene glycol), ClC1=NC=CC=C1 (2-chloropyridine), [OH-].[K+] (potassium hydroxide), C1COCCOCCOCCOCCOCCO1 (18-crown-6 ether). The solvent is C1(=CC=CC=C1)C (toluene). Reaction conditions: time 48 hour. The product is N1=C(C=CC=C1)OCCO (2-(pyridin-2-yloxy)ethanol). As a reaction SMILES: [CH2:1]([OH:4])[CH2:2][OH:3].Cl[C:6]1[CH:11]=[CH:10][CH:9]=[CH:8][N:7]=1.[OH-].[K+].C1OCCOCCOCCOCCOCCOC1>C1(C)C=CC=CC=1>[N:7]1[CH:8]=[CH:9][CH:10]=[CH:11][C:6]=1[O:3][CH2:2][CH2:1][OH:4] |f:2.3|. Procedure: Ethylene glycol (30.1 g, 484 mmol), 2-chloropyridine (10.0 g, 88 mmol), powdered potassium hydroxide (9.9 g, 176.13 mmol), and 18-crown-6 ether (9.3 g, 35 mmol) were dissolved in anhydrous toluene (500 mL) under a N2 atmosphere. The reaction mixture was stirred vigorously and heated to reflux. After 48 h, the reaction reached 50% conversion. The reaction mixture was concentrated in vacuo to approximately 100 mL volume then diluted with water (100 mL). After stirring for 0.5 h, the organic layer ... Starting materials: BrC1=C2C=CC=NC2=CC=C1OC(F)(F)F (5-bromo-6-(trifluoromethoxy)quinoline), CC1=NOC(=C1C=1C=C(C2=C(NC(N2)=O)C1)B1OC(C(O1)(C)C)(C)C)C (6-(3,5-dimethylisoxazol-4-yl)-4-(4,4,5,5-tetramethyl-1,3,2-dioxaborolan-2-yl)-1H-benzo[d]imidazol-2(3H)-one), dichloro 1,1-bis(diphenylphosphino)ferrocene palladium(II) dichloromethane, N12CCCCCC2=NCCC1 (1,8-diazabicyclo[5.4.0]undec-7-ene), CS(=O)C (DMSO). Solvent: O (water). Product: CC1=NOC(=C1C=1C=C(C2=C(NC(N2)=O)C1)C1=C2C=CC=NC2=CC=C1OC(F)(F)F)C (6-(3,5-dimethylisoxazol-4-yl)-4-(6-(trifluoromethoxy)quinolin-5-yl)-1H-benzo[d]imidazol-2(3H)-one). Reaction SMILES: Br[C:2]1[C:11]([O:12][C:13]([F:16])([F:15])[F:14])=[CH:10][CH:9]=[C:8]2[C:3]=1[CH:4]=[CH:5][CH:6]=[N:7]2.[CH3:17][C:18]1[C:22]([C:23]2[CH:24]=[C:25](B3OC(C)(C)C(C)(C)O3)[C:26]3[NH:30][C:29](=[O:31])[NH:28][C:27]=3[CH:32]=2)=[C:21]([CH3:42])[O:20][N:19]=1.N12CCCN=C1CCCCC2.CS(C)=O>O>[CH3:17][C:18]1[C:22]([C:23]2[CH:24]=[C:25]([C:2]3[C:11]([O:12][C:13]([F:16])([F:15])[F:14])=[CH:10][CH:9]=[C:8]4[C:3]=3[CH:4]=[CH:5][CH:6]=[N:7]4)[C:26]3[NH:30][C:29](=[O:31])[NH:28][C:27]=3[CH:32]=2)=[C:21]([CH3:42])[O:20][N:19]=1. Procedure: A solution of 5-bromo-6-(trifluoromethoxy)quinoline (obtained by bromination of 6-trifluoromethoxyquinoline) (50 mg, 0.17 mmol), 6-(3,5-dimethylisoxazol-4-yl)-4-(4,4,5,5-tetramethyl-1,3,2-dioxaborolan-2-yl)-1H-benzo[d]imidazol-2(3H)-one (91 mg, 0.26 mmol), dichloro 1,1-bis(diphenylphosphino)ferrocene palladium(II) dichloromethane (12.7 mg, 0.02 mmol), 1,8-diazabicyclo[5.4.0]undec-7-ene (0.2 mL, 1.37 mmol), DMSO (0.2 mL) and water (0.2 mL) under nitrogen was heated at 120° C. for 1 h. The reactio... Reactants: CO, CCc1[nH]c(C(=O)Nc2ccc3c(c2)OCCN3Cc2cccc(C(=O)OC)c2)nc1Cl, [Li+], C1CCOC1, [OH-]. The product is CCc1[nH]c(C(=O)Nc2ccc3c(c2)OCCN3Cc2cccc(C(=O)O)c2)nc1Cl. As a reaction SMILES: [CH3:35][OH:36].[Cl:1][c:2]1[n:3][c:4]([C:9](=[O:10])[NH:11][c:12]2[cH:13][c:14]3[c:15]([cH:31][cH:32]2)[N:16]([CH2:20][c:21]2[cH:22][c:23]([C:24](=[O:25])[O:26][CH3:27])[cH:28][cH:29][cH:30]2)[CH2:17][CH2:18][O:19]3)[nH:5][c:6]1[CH2:7][CH3:8].[Li+:33].[O:37]1[CH2:38][CH2:39][CH2:40][CH2:41]1.[OH-:34]>>[Cl:1][c:2]1[n:3][c:4]([C:9](=[O:10])[NH:11][c:12]2[cH:13][c:14]3[c:15]([cH:31][cH:32]2)[N:16]([CH2:20][c:21]2[cH:22][c:23]([C:24](=[O:25])[OH:26])[cH:28][cH:29][cH:30]2)[CH2:17][CH2:18][O:19]3)[nH:5][c:6]1[CH2:7][CH3:8].